Dataset: the Open Reaction Database (ORD), a public repository of structured organic reaction records. Task: describe an organic reaction: reactants, conditions, products, and yield Reactants: C(C1=CC=CC=C1)OC(=O)N1CCN(CC1)C1=NC=C(C=C1)C1=NC(=NC=C1)NC=1C=CC2=C(N=C(O2)CC)C1 (4-(2-(4-benzyloxycarbonylpiperazin-1-yl)pyrid-5-yl)-N-(2-ethylbenzoxazol-5-yl)-2-pyrimidineamine), C(C)O (ethanol). Reagents/catalysts: [Pd] (palladium on charcoal). Conditions: time 2 hour. The product is C(C)C=1OC2=C(N1)C=C(C=C2)NC2=NC=CC(=N2)C=2C=CC(=NC2)N2CCN(CC2)CC (N-(2-Ethylbenzoxazol-5-yl)-4-(2-(4-ethylpiperazin-1-yl)pyrid-5-yl)-2-pyrimidineamine). Reaction SMILES: C(OC([N:11]1[CH2:16][CH2:15][N:14]([C:17]2[CH:22]=[CH:21][C:20]([C:23]3[CH:28]=[CH:27][N:26]=[C:25]([NH:29][C:30]4[CH:31]=[CH:32][C:33]5[O:37][C:36]([CH2:38][CH3:39])=[N:35][C:34]=5[CH:40]=4)[N:24]=3)=[CH:19][N:18]=2)[CH2:13][CH2:12]1)=O)C1C=CC=CC=1.[CH2:41](O)[CH3:42]>[Pd]>[CH2:38]([C:36]1[O:37][C:33]2[CH:32]=[CH:31][C:30]([NH:29][C:25]3[N:24]=[C:23]([C:20]4[CH:21]=[CH:22][C:17]([N:14]5[CH2:13][CH2:12][N:11]([CH2:41][CH3:42])[CH2:16][CH2:15]5)=[N:18][CH:19]=4)[CH:28]=[CH:27][N:26]=3)=[CH:40][C:34]=2[N:35]=1)[CH3:39]. Procedure details: A suspension of 4-(2-(4-benzyloxycarbonylpiperazin-1-yl)pyrid-5-yl)-N-(2-ethylbenzoxazol-5-yl)-2-pyrimidineamine (100 mg, 0.19 mmol) and 10% palladium on charcoal (30 mg) in ethanol (25 ml) was stirred under an atmosphere of hydrogen at 50° for 2 h, then filtered through Celite® and evaporated. The residue was subjected to column chromatography (silica, 0.88 ammonia solution-methanol-dichloromethane, 1:5:94) to afford the title compound (25 mg) as a white solid m.p. 174-176°. δH (CDCl3) 1.15 (3H... The reactants are C[C@H](COC1=CC=C(C=C1)C1=CC=C(C=C1)C(=O)O)CC ((S)-(+)-4′-(2-Methylbutyloxy)-4-biphenylcarboxylic acid), C(C)(=O)O (acetic acid), S(O)(O)(=O)=O (sulphuric acid), [N+](=O)(O)[O-] (nitric acid). The product is CC(CO[C@]1(CC=C(C=C1)C1=CC(=CC=C1)[N+](=O)[O-])C(=O)O)CC ((S)-(+)-4′-(2-Methylbutyloxy)-3-nitro-4′-biphenylcarboxylic acid). Reaction SMILES: [CH3:1][C@@H:2]([CH2:20][CH3:21])[CH2:3][O:4][C:5]1[CH:10]=[CH:9][C:8]([C:11]2[CH:16]=[CH:15][C:14](C(O)=O)=[CH:13][CH:12]=2)=[CH:7][CH:6]=1.S(=O)(=O)(O)O.[N+:27]([O-:30])(O)=[O:28].[C:31]([OH:34])(=[O:33])C>>[CH3:1][CH:2]([CH2:20][CH3:21])[CH2:3][O:4][C@:5]1([C:31]([OH:34])=[O:33])[CH:6]=[CH:7][C:8]([C:11]2[CH:12]=[CH:13][CH:14]=[C:15]([N+:27]([O-:30])=[O:28])[CH:16]=2)=[CH:9][CH2:10]1. Procedure: Quantities: compound 26 (3.00 g, 0.01 mol), concentrated sulphuric acid (18 ml), concentrated nitric acid (9 ml), glacial acetic acid (40 ml). Reactants: ClCCCC(=O)Cl (4-chlorobutyryl chloride), FC1=CC(=CC=C1)F (1,3-difluorobenzene), [Cl-].[Al+3].[Cl-].[Cl-] (aluminum chloride), ice. Solvent: C(Cl)Cl (methylene chloride). Yields the product ClCCCC(=O)C1=C(C=C(C=C1)F)F (2,4-difluorophenyl 3-chloropropyl ketone). Isolated yield 85.2%. Reaction SMILES: [Cl:1][CH2:2][CH2:3][CH2:4][C:5](Cl)=[O:6].[F:8][C:9]1[CH:14]=[CH:13][CH:12]=[C:11]([F:15])[CH:10]=1.[Cl-].[Al+3].[Cl-].[Cl-]>C(Cl)Cl>[Cl:1][CH2:2][CH2:3][CH2:4][C:5]([C:12]1[CH:13]=[CH:14][C:9]([F:8])=[CH:10][C:11]=1[F:15])=[O:6] |f:2.3.4.5|. Reported procedure: 255 g (1.81 mols) of 4-chlorobutyryl chloride are added dropwise to a mixture of 200 g (1.75 mols) of 1,3-difluorobenzene and 256 g (1.92 mols) of anhydrous aluminum chloride at room temperature, while stirring. The mixture is stirred at 30° C. for 4 hours and then poured onto 1,200 g of ice. 1,200 ml of methylene chloride are added, the organic phase is separated off, the aqueous phase is extracted with methylene chloride and the combined organic phases are washed with water, dried over sodium ... Reactants: NC(C(=O)OCC)=C1NC2=C(C(NC1)=O)C=CC=C2 (ethyl α-amino-1,3,4,5-tetrahydro-5-oxo-2H-1,4-benzodiazepin-2-ylidene-acetate), C(C)(=O)OCC (ethyl acetate), C(C)OC(N(C)C)OCC (N,N-dimethylformamide diethyl acetal). Yields the product CN1CC=2N(C3=C(C1=O)C=CC=C3)C=NC2C(=O)OCC (ethyl 5,6-dihydro-5-methyl-6-oxo-4H-imidazo[1,5-a][1,4]benzodiazepine-3-carboxylate). RXN SMILES: [NH2:1][C:2](=[C:8]1CNC(=O)[C:11]2[CH:16]=[CH:17][CH:18]=[CH:19][C:10]=2[NH:9]1)[C:3]([O:5][CH2:6][CH3:7])=[O:4].C(O[CH:23]([O:27]CC)[N:24]([CH3:26])[CH3:25])C.[C:30](OCC)(=O)C>>[CH3:26][N:24]1[C:23](=[O:27])[C:19]2[CH:18]=[CH:17][CH:16]=[CH:11][C:10]=2[N:9]2[CH:30]=[N:1][C:2]([C:3]([O:5][CH2:6][CH3:7])=[O:4])=[C:8]2[CH2:25]1. Procedure: 4.1 g of ethyl α-amino-1,3,4,5-tetrahydro-5-oxo-2H-1,4-benzodiazepin-2-ylidene-acetate are dissolved in 25 ml of ethyl acetate, treated with 3.1 ml (18.1 mmol) of N,N-dimethylformamide diethyl acetal and heated to boiling under reflux for 0.5 hour. After cooling, the separated material is filtered off under suction and recrystallised from ethanol. After chromatography of the mother liquor, there is obtained a second portion of ethyl 5,6-dihydro-5-methyl-6-oxo-4H-imidazo[1,5-a][1,4]benzodiazepine... Reaction SMILES: [CH3:10][S:11]([O:12][CH2:15][C:16]#[CH:17])(=[O:13])=[O:14].[CH3:18][c:19]1[cH:20][cH:21][cH:22][cH:23][cH:24]1.[CH:2](=[O:3])[c:4]1[cH:5][cH:6][cH:7][cH:8][cH:9]1.[NH3:1]>>[N:1](=[CH:2][c:4]1[cH:5][cH:6][cH:7][cH:8][cH:9]1)[CH2:15][C:16]#[CH:17]. The product is C#CCN=Cc1ccccc1. Reactants: C#CCOS(C)(=O)=O, Cc1ccccc1, O=Cc1ccccc1, N. Reactants: COC(CC1=CNC2=CC=CC=C12)=O (1H-indol-3-yl-acetic acid methyl ester), [H-].[Na+] (sodium hydride), CI (methyl iodide). Run in CN(C)C=O (DMF), CN(C)C=O (DMF). Conditions: time 1 hour. Yields the product COC(CC1=CN(C2=CC=CC=C12)C)=O ((1-methyl-1H-indol-3-yl)-acetic acid methyl ester). The yield is 18.9%. Reaction SMILES: [H-].[Na+].[CH3:3][O:4][C:5](=[O:16])[CH2:6][C:7]1[C:15]2[C:10](=[CH:11][CH:12]=[CH:13][CH:14]=2)[NH:9][CH:8]=1.[CH3:17]I>CN(C=O)C>[CH3:3][O:4][C:5](=[O:16])[CH2:6][C:7]1[C:15]2[C:10](=[CH:11][CH:12]=[CH:13][CH:14]=2)[N:9]([CH3:17])[CH:8]=1 |f:0.1|. Reported procedure: To a suspension of sodium hydride (104 mg, 7.61 mmol) in DMF (11 mL) was added a solution of 1H-indol-3-yl-acetic acid methyl ester (0.50 g, 2.6 mmol) in DMF (5.0 mL). The mixture was stirred for 1 h followed by addition of methyl iodide (1.1 g, 7.8 mmol). The reaction mixture was stirred for an additional 18 h, quenched, diluted with saturated ammonium chloride (200 mL), and then extracted with diethyl ether (3×100 mL). The combined organic layers were dried with Na2SO4, and the solvent was rem...